From a dataset of the Open Reaction Database (ORD), a public repository of structured organic reaction records. describe an organic reaction: reactants, conditions, products, and yield Starting materials: ClC(Cl)Cl, O=C1NCC(CO)C1(c1ccccc1)c1ccccc1, O=S(Cl)Cl, c1ccncc1. Yields the product O=C1NCC(CCl)C1(c1ccccc1)c1ccccc1. RXN SMILES: [CH:31]([Cl:32])([Cl:33])[Cl:34].[OH:1][CH2:2][CH:3]1[C:4]([c:9]2[cH:10][cH:11][cH:12][cH:13][cH:14]2)([c:15]2[cH:16][cH:17][cH:18][cH:19][cH:20]2)[C:5](=[O:8])[NH:6][CH2:7]1.[S:21]([Cl:22])([Cl:23])=[O:24].[cH:25]1[cH:26][cH:27][n:28][cH:29][cH:30]1>>[CH2:2]([CH:3]1[C:4]([c:9]2[cH:10][cH:11][cH:12][cH:13][cH:14]2)([c:15]2[cH:16][cH:17][cH:18][cH:19][cH:20]2)[C:5](=[O:8])[NH:6][CH2:7]1)[Cl:23].